From a dataset of the Open Reaction Database (ORD), a public repository of structured organic reaction records. describe an organic reaction: reactants, conditions, products, and yield Reactants: NC1=CC=C(C=C1)C(C#N)C (2-(4-Amino-phenyl)-propionitrile), CC(=O)OC(=O)C (Ac2O). Solvent: N1=CC=CC=C1 (pyridine). Product: C(#N)C(C1=CC=C(C=C1)NC(C)=O)C (N-[4-(Cyano-methyl-methyl)-phenyl]-acetamide). As a reaction SMILES: [NH2:1][C:2]1[CH:7]=[CH:6][C:5]([CH:8]([CH3:11])[C:9]#[N:10])=[CH:4][CH:3]=1.[CH3:12][C:13](OC(C)=O)=[O:14]>N1C=CC=CC=1>[C:9]([CH:8]([CH3:11])[C:5]1[CH:4]=[CH:3][C:2]([NH:1][C:13](=[O:14])[CH3:12])=[CH:7][CH:6]=1)#[N:10]. Reported procedure: A solution of 2-(4-Amino-phenyl)-propionitrile (10.2 g, 69.8 mmol) in pyridine (40 mL) was added Ac2O (7.49 g, 73.4 mmol) at room temperature. The reaction mixture was refluxed for 1 hrs then cooled to room temperature, and concentrated in vacuo. Solvent: O (water), CC(=O)C (acetone), O (water), O (water). Reactants: [O-][Mn](=O)(=O)=O.[K+] (KMnO4), P(O)O (phosphonous acid), C(C1=CC=CC=C1)OC(=O)NC(CC1=CC=CC=C1)P(O)O (1-benzyloxycarbonylamino2-phenylethyl phosphonous acid), solution, [OH-].[Na+] (sodium hydroxide), S([O-])(O)=O.[Na+] (sodium bisulfite), Cl (HCl). Run at time 5 minute. Product: C(C1=CC=CC=C1)OC(=O)NC(CC1=CC=CC=C1)P(O)(O)=O (1-(Benzyloxycarbonylamino)-2-phenylethyl-phosphonic acid). As a reaction SMILES: [CH2:1]([O:8][C:9]([NH:11][CH:12]([P:20]([OH:22])[OH:21])[CH2:13][C:14]1[CH:19]=[CH:18][CH:17]=[CH:16][CH:15]=1)=[O:10])[C:2]1[CH:7]=[CH:6][CH:5]=[CH:4][CH:3]=1.[OH-].[Na+].[O-:25][Mn](=O)(=O)=O.[K+].P(O)O.Cl.S(=O)(O)[O-].[Na+]>CC(C)=O.O>[CH2:1]([O:8][C:9]([NH:11][CH:12]([P:20](=[O:25])([OH:21])[OH:22])[CH2:13][C:14]1[CH:19]=[CH:18][CH:17]=[CH:16][CH:15]=1)=[O:10])[C:2]1[CH:3]=[CH:4][CH:5]=[CH:6][CH:7]=1 |f:1.2,3.4,7.8|. Procedure details: To a solution of 1-benzyloxycarbonylamino2-phenylethyl phosphonous acid (0.5 g, 0.0016 mole) in acetone (20 ml) and water (10 ml) was added a 10% solution of sodium hydroxide in water until a pH of about 7 was reached. A solution of KMnO4 (0.14 g, 0.00086 mole, 0.55 equiv.) in water (10 ml) was added slowly to the vigorously stirred solution of phosphonous acid at 20-25° C. After the addition (5 minutes), the reaction mixture was stirred for 5 minutes at ambient temperature and acidified with co... Starting materials: NC1=NC(=C(C(=N1)Br)C#N)SC (2-amino-4-bromo-6-methylsulfanyl-pyrimidine-5-carbonitrile), M{37Cl} H+, M{35Cl} H+, ClC=1C=NNC1 (4-chloropyrazole), C([O-])([O-])=O.[Cs+].[Cs+] (cesium carbonate). Run in CN1CCCC1=O (NMP). Product: NC1=NC(=C(C(=N1)N1N=CC(=C1)Cl)C#N)SC (2-Amino-4-(4-chloro-pyrazol-1-yl)-6-methylsulfanyl-pyrimidine-5-carbonitrile). As a reaction SMILES: [NH2:1][C:2]1[N:7]=[C:6](Br)[C:5]([C:9]#[N:10])=[C:4]([S:11][CH3:12])[N:3]=1.[Cl:13][C:14]1[CH:15]=[N:16][NH:17][CH:18]=1.C(=O)([O-])[O-].[Cs+].[Cs+]>CN1C(=O)CCC1>[NH2:1][C:2]1[N:7]=[C:6]([N:16]2[CH:15]=[C:14]([Cl:13])[CH:18]=[N:17]2)[C:5]([C:9]#[N:10])=[C:4]([S:11][CH3:12])[N:3]=1 |f:2.3.4|. Procedure details: From 2-amino-4-bromo-6-methylsulfanyl-pyrimidine-5-carbonitrile, 4-chloropyrazole and cesium carbonate in NMP. EI-MS m/e (%): 269 (M{37Cl}+H+, 30). 267 (M{35Cl}+H+, 100). Starting materials: Cl, COCc1c(C(=O)OC2COC(c3ccccc3)OC2)ncc2[nH]c3ccc(OCc4ccccc4)cc3c12. Yields the product COCc1c(C(=O)OC(CO)CO)ncc2[nH]c3ccc(OCc4ccccc4)cc3c12. As a reaction SMILES: [ClH:40].[c:1]1([CH:2]2[O:8][CH2:9][CH:10]([O:13][C:14](=[O:15])[c:16]3[n:17][cH:18][c:19]4[nH:20][c:21]5[cH:22][cH:23][c:24]([O:32][CH2:33][c:34]6[cH:35][cH:36][cH:37][cH:38][cH:39]6)[cH:25][c:26]5[c:27]4[c:28]3[CH2:29][O:30][CH3:31])[CH2:11][O:12]2)[cH:3][cH:4][cH:5][cH:6][cH:7]1>>[OH:8][CH2:9][CH:10]([CH2:11][OH:12])[O:13][C:14](=[O:15])[c:16]1[n:17][cH:18][c:19]2[nH:20][c:21]3[cH:22][cH:23][c:24]([O:32][CH2:33][c:34]4[cH:35][cH:36][cH:37][cH:38][cH:39]4)[cH:25][c:26]3[c:27]2[c:28]1[CH2:29][O:30][CH3:31]. Reactants: CC=1C(=C(O)C=CC1O)C (dimethylhydroquinone), CC=1C(=C(C(=C(O)C1)C)C)O (trimethylhydroquinone), CC1=C(O)C=CC(=C1)O (methylhydroquinone), [O-2].[La+3].[O-2].[O-2].[La+3] (lanthanum oxide), CC1=C(O)C=CC(=C1)O (methylhydroquinone). Run in CO (methanol). Conditions: time 2 hour. Yields the product CC1=C(C(=C(C(=C1O)C)C)O)C (tetramethylhydroquinone). Reaction SMILES: [CH3:1]C1C=C(O)C=CC=1O.[O-2].[La+3].[O-2].[O-2].[La+3].CC1C(C)=C(C=CC=1O)O.[CH3:25][C:26]1[C:27]([OH:35])=[C:28]([CH3:34])[C:29]([CH3:33])=[C:30]([CH:32]=1)[OH:31]>CO>[CH3:25][C:26]1[C:27]([OH:35])=[C:28]([CH3:34])[C:29]([CH3:33])=[C:30]([OH:31])[C:32]=1[CH3:1] |f:1.2.3.4.5|. Procedure details: Into an autoclave (inner volume: 9 ml, made of SUS 316, equipped with a manometer) were charged 0.098 g of methylhydroquinone, 3.491 g of methanol and 7 mg of lanthanum oxide (manufactured by High Purity Chemicals Co.). The reaction was started by elevating the temperature up to 350° C. with sand bath. The pressure during the reaction was 18 MPa. After 2 hours, the autoclave was quickly cooled and the reaction solution was taken out from the autoclave when the temperature was cooled back to the ...